This data is from the Open Reaction Database (ORD), a public repository of structured organic reaction records. The task is: describe an organic reaction: reactants, conditions, products, and yield The reactants are CC(O)C(N)C(=O)O, O=C(Cl)OCc1ccccc1, Cl, O. Product: CC(O)C(NC(=O)OCc1ccccc1)C(=O)O. Reaction SMILES: [CH3:1][CH:2]([OH:3])[CH:4]([NH2:5])[C:6]([OH:7])=[O:8].[Cl:9][C:10](=[O:11])[O:12][CH2:13][c:14]1[cH:15][cH:16][cH:17][cH:18][cH:19]1.[ClH:20].[OH2:21]>>[CH3:1][CH:2]([OH:3])[CH:4]([NH:5][C:10](=[O:11])[O:12][CH2:13][c:14]1[cH:15][cH:16][cH:17][cH:18][cH:19]1)[C:6]([OH:7])=[O:8].